This data is from the Open Reaction Database (ORD), a public repository of structured organic reaction records. The task is: describe an organic reaction: reactants, conditions, products, and yield The reactants are C(C)(C1=CC=NC=C1)=NNC(=O)N (4-acetylpyridine semicarbazone), S(=O)(Cl)Cl (thionyl chloride), C([O-])([O-])=O.[Na+].[Na+] (sodium carbonate). Run in C(Cl)(Cl)Cl (chloroform). Conditions: time 1 hour. The product is S1N=NC(=C1)C1=CC=NC=C1 (4-(1,2,3-thiadiazol-4-yl)pyridine). RXN SMILES: [C:1](=[N:9][NH:10]C(N)=O)([C:3]1[CH:8]=[CH:7][N:6]=[CH:5][CH:4]=1)[CH3:2].[S:14](Cl)(Cl)=O.C(=O)([O-])[O-].[Na+].[Na+]>C(Cl)(Cl)Cl>[S:14]1[CH:2]=[C:1]([C:3]2[CH:8]=[CH:7][N:6]=[CH:5][CH:4]=2)[N:9]=[N:10]1 |f:2.3.4|. Procedure details: 16.8 g of 4-acetylpyridine semicarbazone was added to 47 ml of thionyl chloride under ice-cooling, and, after allowing to warm to room temperature, the mixture was stirred for 1 hour. 200 ml of chloroform was added to the reaction mixture, and the resulting mixture was added dropwise to an aqueous solution of sodium carbonate cooled with ice. The chloroform layer was separated, washed with water, dried and concentrated to obtain 3.4 g of 4-(1,2,3-thiadiazol-4-yl)pyridine. Melting point: 121°-123... Reactants: C(C)OC(CN1CCC(CC1)C(C1=CC(=C(C=C1)OC)Cl)=O)=O ([4-(3-chloro-4-methoxy-benzoyl)-piperidin-1-yl]-acetic acid ethyl ester), O[Li].O (LiOH.H2O). Run at time 1.5 hour. The product is ClC=1C=C(C(=O)C2CCN(CC2)CC(=O)O)C=CC1OC ([4-(3-Chloro-4-methoxy-benzoyl)-piperidin-1-yl]-acetic acid). The yield is 93.8%. RXN SMILES: C([O:3][C:4](=[O:23])[CH2:5][N:6]1[CH2:11][CH2:10][CH:9]([C:12](=[O:22])[C:13]2[CH:18]=[CH:17][C:16]([O:19][CH3:20])=[C:15]([Cl:21])[CH:14]=2)[CH2:8][CH2:7]1)C.O[Li].O>>[Cl:21][C:15]1[CH:14]=[C:13]([CH:18]=[CH:17][C:16]=1[O:19][CH3:20])[C:12]([CH:9]1[CH2:10][CH2:11][N:6]([CH2:5][C:4]([OH:23])=[O:3])[CH2:7][CH2:8]1)=[O:22] |f:1.2|. Reported procedure: To a solution of [4-(3-chloro-4-methoxy-benzoyl)-piperidin-1-yl]-acetic acid ethyl ester (0.76 g, 2.24 mmol in 6 mL of THF and 2 mL of methanol) was added LiOH.H2O (0.47 g, 11.2 mmol in 3 mL of water) and the reaction mixture was stirred at ambient temperature for 1.5 hours. The solvent was removed in vacuo then diluted with 20 mL of water (pH 14). The residue was treated with 12 mL of 1 N HCl (pH 4), frozen at −78° C. and lyophilized for 24 hours to yield the title compound (0.70 g, 2.1 mmol). ... Isolated yield 57.0%. Reported procedure: Methyl 6-[2-(2,2,2-trifluoroethoxy)ethoxy]pyridine-3-carboxylate (Intermediate 243, 0.453 g, 1.62 mmol) was dissolved in MeOH (5 mL), 2M aq. sodium hydroxide (1.62 mL, 3.24 mmol) was added and the mixture was stirred at room temperature for 1 h. The mixture was then concentrated under vacuum and acidified with 2M hydrochloric acid. The resultant precipitate was filtered off and dried under vacuum to afford the title compound as a white solid (0.245 g, 57%). 1H NMR (500 MHZ, MeOH-d4) δ ppm 8.79 (... Reactants: FC(COCCOC1=CC=C(C=N1)C(=O)OC)(F)F (Methyl 6-[2-(2,2,2-trifluoroethoxy)ethoxy]pyridine-3-carboxylate), FC(COCCOC1=CC=C(C=N1)C(=O)OC)(F)F (Methyl 6-[2-(2,2,2-trifluoroethoxy)ethoxy]pyridine-3-carboxylate), [OH-].[Na+] (sodium hydroxide). The solvent is CO (MeOH). Run at time 1 hour. RXN SMILES: [F:1][C:2]([F:19])([F:18])[CH2:3][O:4][CH2:5][CH2:6][O:7][C:8]1[N:13]=[CH:12][C:11]([C:14]([O:16]C)=[O:15])=[CH:10][CH:9]=1.[OH-].[Na+]>CO>[F:19][C:2]([F:1])([F:18])[CH2:3][O:4][CH2:5][CH2:6][O:7][C:8]1[N:13]=[CH:12][C:11]([C:14]([OH:16])=[O:15])=[CH:10][CH:9]=1 |f:1.2|. The product is FC(COCCOC1=CC=C(C=N1)C(=O)O)(F)F (6-[2-(2,2,2-Trifluoroethoxy)ethoxy]pyridine-3-carboxylic acid). Starting materials: ClCC1=CC=C(C=N1)C1=CC=C(C=C1)[C@@H]1[C@H](N(C(O1)(C)C)C(C(F)F)=O)CF (1-{(4S,5R)-5-[4-(6-chloromethyl -pyridin-3-yl)-phenyl]-4-fluoromethyl-2,2-dimethyl-oxazolidin-3-yl}-2,2-difluoro-ethanone), CN1C(=NC=C1)N (1-Methyl-1H-imidazol-2-ylamine). Solvent: CN(C=O)C (dimethyl formamide). Conditions: time 2 hour. Yields the product FC(C(=O)N[C@@H]([C@@H](C1=CC=C(C=C1)C=1C=NC(=CC1)CNC=1N(C=CN1)C)O)CF)F (2,2-Difluoro-N-[(1S,2R)-1-fluoromethyl -2-hydroxy-2-(4-{6-[(1-methyl-1H-imidazol-2-ylamino)-methyl]-pyridin-3-yl}-phenyl)-ethyl]-acetamide). Yield: 26.9%. Reaction SMILES: Cl[CH2:2][C:3]1[N:8]=[CH:7][C:6]([C:9]2[CH:14]=[CH:13][C:12]([C@H:15]3[O:19]C(C)(C)[N:17]([C:22](=[O:26])[CH:23]([F:25])[F:24])[C@@H:16]3[CH2:27][F:28])=[CH:11][CH:10]=2)=[CH:5][CH:4]=1.[CH3:29][N:30]1[CH:34]=[CH:33][N:32]=[C:31]1[NH2:35]>CN(C)C=O>[F:25][CH:23]([F:24])[C:22]([NH:17][C@H:16]([CH2:27][F:28])[C@H:15]([OH:19])[C:12]1[CH:13]=[CH:14][C:9]([C:6]2[CH:7]=[N:8][C:3]([CH2:2][NH:35][C:31]3[N:30]([CH3:29])[CH:34]=[CH:33][N:32]=3)=[CH:4][CH:5]=2)=[CH:10][CH:11]=1)=[O:26]. Reported procedure: A solution of 1-{(4S,5R)-5-[4-(6-chloromethyl -pyridin-3-yl)-phenyl]-4-fluoromethyl-2,2-dimethyl-oxazolidin-3-yl}-2,2-difluoro-ethanone (25 mg, 0.06 mmol) and 1-Methyl-1H-imidazol-2-ylamine (30 mg, 0.3 mmol) in dimethyl formamide (2 ml) is heated at 75° C. for 16 h. The reaction mixture is concentrated to dryness, dissolved in CH2Cl2 (1 ml) and treated with trifluoroacetic acid (0.5 ml) and water (0.1 ml). The mixture is shaken at ambient temperature for 2 hours and then concentrated to dryness.... Starting materials: NC1=C2C(=NC=N1)N(N=C2I)C(C)C=2C(=C(C(=O)NCC)C(=C(C2)Cl)C)OCC (3-[1-(4-amino-3-iodo-1H-pyrazolo[3,4-d]pyrimidin-1-yl)ethyl]-5-chloro-2-ethoxy-N-ethyl-6-methylbenzamide), CC1(OB(OC1(C)C)C=1C=NNC1)C (4-(4,4,5,5-tetramethyl-1,3,2-dioxaborolan-2-yl)-1H-pyrazole), C([O-])([O-])=O.[Na+].[Na+] (sodium carbonate), O (water). The reagents and catalysts are C=1C=CC(=CC1)[P](C=2C=CC=CC2)(C=3C=CC=CC3)[Pd]([P](C=4C=CC=CC4)(C=5C=CC=CC5)C=6C=CC=CC6)([P](C=7C=CC=CC7)(C=8C=CC=CC8)C=9C=CC=CC9)[P](C=1C=CC=CC1)(C=1C=CC=CC1)C=1C=CC=CC1 (tetrakis(triphenylphosphine)palladium(0)). The solvent is CN(C=O)C (N,N-dimethylformamide). Run at temperature 100 celsius. Yields the product NC1=C2C(=NC=N1)N(N=C2C=2C=NNC2)C(C)C=2C(=C(C(=O)NCC)C(=C(C2)Cl)C)OCC (3-{1-[4-Amino-3-(1H-pyrazol-4-yl)-1H-pyrazolo[3,4-d]pyrimidin-1-yl]ethyl}-5-chloro-2-ethoxy-N-ethyl-6-methylbenzamide). The yield is 11.3%. Reaction SMILES: [NH2:1][C:2]1[N:7]=[CH:6][N:5]=[C:4]2[N:8]([CH:12]([C:14]3[C:15]([O:27][CH2:28][CH3:29])=[C:16]([C:22]([CH3:26])=[C:23]([Cl:25])[CH:24]=3)[C:17]([NH:19][CH2:20][CH3:21])=[O:18])[CH3:13])[N:9]=[C:10](I)[C:3]=12.CC1(C)C(C)(C)OB([C:38]2[CH:39]=[N:40][NH:41][CH:42]=2)O1.C(=O)([O-])[O-].[Na+].[Na+].O>CN(C)C=O.C1C=CC([P]([Pd]([P](C2C=CC=CC=2)(C2C=CC=CC=2)C2C=CC=CC=2)([P](C2C=CC=CC=2)(C2C=CC=CC=2)C2C=CC=CC=2)[P](C2C=CC=CC=2)(C2C=CC=CC=2)C2C=CC=CC=2)(C2C=CC=CC=2)C2C=CC=CC=2)=CC=1>[NH2:1][C:2]1[N:7]=[CH:6][N:5]=[C:4]2[N:8]([CH:12]([C:14]3[C:15]([O:27][CH2:28][CH3:29])=[C:16]([C:22]([CH3:26])=[C:23]([Cl:25])[CH:24]=3)[C:17]([NH:19][CH2:20][CH3:21])=[O:18])[CH3:13])[N:9]=[C:10]([C:38]3[CH:39]=[N:40][NH:41][CH:42]=3)[C:3]=12 |f:2.3.4,^1:59,61,80,99|. Procedure: To a solution of 3-[1-(4-amino-3-iodo-1H-pyrazolo[3,4-d]pyrimidin-1-yl)ethyl]-5-chloro-2-ethoxy-N-ethyl-6-methylbenzamide (9.0 mg, 0.017 mmol), 4-(4,4,5,5-tetramethyl-1,3,2-dioxaborolan-2-yl)-1H-pyrazole (6.6 mg, 0.034 mmol), sodium carbonate (11 mg, 0.10 mmol) in N,N-dimethylformamide (0.1 mL)/water (51 μL) under N2 was added tetrakis(triphenylphosphine)palladium(0) (2.0 mg, 0.0017 mmol). The mixture was heated at 100° C. overnight. After cooling to room temperature, the mixture was filtered an... The reactants are C1(=CC=CC=C1)P(C1=CC=CC=2C(C3=CC=CC(=C3OC12)P(C1=CC=CC=C1)C1=CC=CC=C1)(C)C)C1=CC=CC=C1 (4,5-bis(diphenylphosphino)-9,9-dimethylxanthene), C([O-])([O-])=O.[Cs+].[Cs+] (cesium carbonate), BrC1=CC(=C(C#N)C=C1)Cl (4-bromo-2-chlorobenzonitrile), C1(CC1)[C@@]1(CC(N[C@H]1CC)=O)O ((4R,5S)-4-cyclopropyl-5-ethyl-4-hydroxypyrrolidin-2-one). The reagents and catalysts are C=1C=CC(=CC1)/C=C/C(=O)/C=C/C2=CC=CC=C2.C=1C=CC(=CC1)/C=C/C(=O)/C=C/C2=CC=CC=C2.C=1C=CC(=CC1)/C=C/C(=O)/C=C/C2=CC=CC=C2.[Pd].[Pd] (tris(dibenzylideneacetone)dipalladium(0)). Product: ClC1=C(C#N)C=CC(=C1)N1[C@H]([C@](CC1=O)(O)C1CC1)CC (2-chloro-4-[(2S,3R)-3-cyclopropyl-2-ethyl-3-hydroxy-5-oxopyrrolidin-1-yl]benzonitrile), crystals. Isolated yield 20.0%. RXN SMILES: Br[C:2]1[CH:9]=[CH:8][C:5]([C:6]#[N:7])=[C:4]([Cl:10])[CH:3]=1.[CH:11]1([C@@:14]2([OH:22])[C@H:18]([CH2:19][CH3:20])[NH:17][C:16](=[O:21])[CH2:15]2)[CH2:13][CH2:12]1.C1(P(C2C=CC=CC=2)C2C3OC4C(=CC=CC=4P(C4C=CC=CC=4)C4C=CC=CC=4)C(C)(C)C=3C=CC=2)C=CC=CC=1.C(=O)([O-])[O-].[Cs+].[Cs+]>C1C=CC(/C=C/C(/C=C/C2C=CC=CC=2)=O)=CC=1.C1C=CC(/C=C/C(/C=C/C2C=CC=CC=2)=O)=CC=1.C1C=CC(/C=C/C(/C=C/C2C=CC=CC=2)=O)=CC=1.[Pd].[Pd]>[Cl:10][C:4]1[CH:3]=[C:2]([N:17]2[C:16](=[O:21])[CH2:15][C@:14]([CH:11]3[CH2:13][CH2:12]3)([OH:22])[C@@H:18]2[CH2:19][CH3:20])[CH:9]=[CH:8][C:5]=1[C:6]#[N:7] |f:3.4.5,6.7.8.9.10|. Reported procedure: Using 4-bromo-2-chlorobenzonitrile (389 mg), (4R,5S)-4-cyclopropyl-5-ethyl-4-hydroxypyrrolidin-2-one (350 mg), 4,5-bis(diphenylphosphino)-9,9-dimethylxanthene (153 mg), tris(dibenzylideneacetone)dipalladium(0) (79 mg) and cesium carbonate (786 mg), and in the same manner as in Example 62, the title compound was obtained as pale-yellow crystals (yield: 104 mg, 20%). Starting materials: [OH-].[Na+] (NaOH), CC1=C(C=NC=C1)N1C(N(CC1)C1=CC=C2C=CN(C2=C1)S(=O)(=O)C1=CC=C(C=C1)C)=O (1-(4-methyl-pyridin-3-yl)-3-[1-(toluene-4-sulfonyl)-1H-indol-6-yl]-imidazolidin-2-one), CO (MeOH). Solvent: C(Cl)(Cl)Cl (CHCl3), C(C)O (ethanol). Run at temperature 90 celsius. Yields the product N1C=CC2=CC=C(C=C12)N1C(N(CC1)C=1C=NC=CC1C)=O (1-(1H-Indol-6-yl)-3-(4-methyl-pyridin-3-yl)-imidazolidin-2-one). Isolated yield 47.1%. Reaction SMILES: [OH-].[Na+].[CH3:3][C:4]1[CH:9]=[CH:8][N:7]=[CH:6][C:5]=1[N:10]1[CH2:14][CH2:13][N:12]([C:15]2[CH:23]=[C:22]3[C:18]([CH:19]=[CH:20][N:21]3S(C3C=CC(C)=CC=3)(=O)=O)=[CH:17][CH:16]=2)[C:11]1=[O:34].CO>C(O)C.C(Cl)(Cl)Cl>[NH:21]1[C:22]2[C:18](=[CH:17][CH:16]=[C:15]([N:12]3[CH2:13][CH2:14][N:10]([C:5]4[CH:6]=[N:7][CH:8]=[CH:9][C:4]=4[CH3:3])[C:11]3=[O:34])[CH:23]=2)[CH:19]=[CH:20]1 |f:0.1|. Procedure details: 10% NaOH solution (10 mL) was added to a solution of 1-(4-methyl-pyridin-3-yl)-3-[1-(toluene-4-sulfonyl)-1H-indol-6-yl]-imidazolidin-2-one (I-144a: 94 mg) in ethanol (10 mL). The resulting mixture was heated to reflux at 90° C. for 1 hour. The reaction was monitored by TLC (10% MeOH in CHCl3). The reaction mixture was concentrated and partitioned between ethylacetate and water. The organic layer was washed with water, brine solution, dried and concentrated. Purification by column chromatography ...